This data is from the Open Reaction Database (ORD), a public repository of structured organic reaction records. The task is: describe an organic reaction: reactants, conditions, products, and yield Reactants: ClC1=C(OCCCOC2=CC=C(C=C2)C2C(CN(CC2)C(=O)OC(C)(C)C)OCCOS(=O)(=O)C2=CC=C(C=C2)C)C=CC=C1 (tert-butyl 4-{4-[3-(2-chlorophenoxy)propoxy]phenyl}-3-[2-(toluene-4-sulphonyloxy)ethoxy]piperidine-1-carboxylate), OC1=C(C=CC=C1)CCNC(C)=O (N-[2-(2-hydroxyphenyl)ethyl]acetamide). The product is C(C)(=O)NCCC1=C(OCCOC2CN(CCC2C2=CC=C(C=C2)OCCCOC2=C(C=CC=C2)Cl)C(=O)OC(C)(C)C)C=CC=C1 (tert-Butyl 3-{2-[2-(2-acetylaminoethyl)phenoxy]ethoxy}-4-{4-[3-(2-chlorophenoxy)propoxy]phenyl}piperidine-1-carboxylate). RXN SMILES: [Cl:1][C:2]1[CH:45]=[CH:44][CH:43]=[CH:42][C:3]=1[O:4][CH2:5][CH2:6][CH2:7][O:8][C:9]1[CH:14]=[CH:13][C:12]([CH:15]2[CH2:20][CH2:19][N:18]([C:21]([O:23][C:24]([CH3:27])([CH3:26])[CH3:25])=[O:22])[CH2:17][CH:16]2[O:28][CH2:29][CH2:30][O:31]S(C2C=CC(C)=CC=2)(=O)=O)=[CH:11][CH:10]=1.O[C:47]1[CH:52]=[CH:51][CH:50]=[CH:49][C:48]=1[CH2:53][CH2:54][NH:55][C:56](=[O:58])[CH3:57]>>[C:56]([NH:55][CH2:54][CH2:53][C:48]1[CH:49]=[CH:50][CH:51]=[CH:52][C:47]=1[O:31][CH2:30][CH2:29][O:28][CH:16]1[CH:15]([C:12]2[CH:13]=[CH:14][C:9]([O:8][CH2:7][CH2:6][CH2:5][O:4][C:3]3[CH:42]=[CH:43][CH:44]=[CH:45][C:2]=3[Cl:1])=[CH:10][CH:11]=2)[CH2:20][CH2:19][N:18]([C:21]([O:23][C:24]([CH3:25])([CH3:27])[CH3:26])=[O:22])[CH2:17]1)(=[O:58])[CH3:57]. Reported procedure: Analogously to Method G, 0.28 g of tert-butyl 4-{4-[3-(2-chlorophenoxy)propoxy]phenyl}-3-[2-(toluene-4-sulphonyloxy)ethoxy]piperidine-1-carboxylate (Example 123b) and 0.15 g of N-[2-(2-hydroxyphenyl)ethyl]acetamide are reacted. The title compound is obtained as a yellow oil. Rf=0.65 (EtOAc); Rt=5.73. The reactants are [Br-], CCOC(C)=O, [Mg+]C1CCCC1, Nc1cccc(Cl)c1C=O. Yields the product Nc1cccc(Cl)c1C(O)C1CCCC1. RXN SMILES: [Br-:11].[CH3:18][CH2:19][O:20][C:21](=[O:22])[CH3:23].[CH:12]1([Mg+:17])[CH2:13][CH2:14][CH2:15][CH2:16]1.[NH2:1][c:2]1[c:3]([CH:4]=[O:5])[c:6]([Cl:10])[cH:7][cH:8][cH:9]1>>[NH2:1][c:2]1[c:3]([CH:4]([OH:5])[CH:12]2[CH2:13][CH2:14][CH2:15][CH2:16]2)[c:6]([Cl:10])[cH:7][cH:8][cH:9]1. Starting materials: ClC1=NC(=NC=C1C(F)(F)F)NC1=C(C=C(CP(OCC)(OCC)=O)C=C1)OC (diethyl (4-{[4-chloro-5-(trifluoromethyl)pyrimidin-2-yl]amino}-3-methoxybenzyl)phosphonate), NC=1C=CC(=C2CN(C(C12)=O)C)C1CCC(CC1)(C(=O)OC)O[Si](C)(C)C(C)(C)C (methyl 4-(7-amino-2-methyl-1-oxo-2,3-dihydro-1H-isoindol-4-yl)-1-{[tert-butyl(dimethyl)silyl]oxy}cyclohexanecarboxylate), NC=1C=CC(=C2CN(C(C12)=O)C)C1CCC(CC1)(C(=O)OC)O[Si](C)(C)C(C)(C)C (methyl 4-(7-amino-2-methyl-1-oxo-2,3-dihydro-1H-isoindol-4-yl)-1-{[tert-butyl(dimethyl)silyl]oxy}cyclohexanecarboxylate), C(=O)(C(F)(F)F)O (TFA), Cl (HCl), O.[OH-].[Li+] (lithium hydroxide monohydrate), CCCC[N+](CCCC)(CCCC)CCCC.[F-] (TBAF), ester. Run in CCOC(=O)C (EtOAc), O (H2O), CO (MeOH), C1CCOC1 (THF), CCOC(=O)C (EtOAc). Conditions: time 8 hour. The product is C(C)OP(=O)(OCC)CC1=CC(=C(C=C1)NC1=NC=C(C(=N1)NC=1C=CC(=C2CN(C(C12)=O)C)C1CCC(CC1)(C(=O)O)O)C(F)(F)F)OC (4-(7-{2-[4-(Diethoxy-phosphorylmethyl)-2-methoxy-phenylamino]-5-trifluoromethyl-pyrimidin-4-ylamino}-2-methyl-1-oxo-2,3-dihydro-1H-isoindol-4-yl)-1-hydroxy-cyclohexanecarboxylic acid). Yield: 36.0%. Reaction SMILES: Cl[C:2]1[C:7]([C:8]([F:11])([F:10])[F:9])=[CH:6][N:5]=[C:4]([NH:12][C:13]2[CH:27]=[CH:26][C:16]([CH2:17][P:18](=[O:25])([O:22][CH2:23][CH3:24])[O:19][CH2:20][CH3:21])=[CH:15][C:14]=2[O:28][CH3:29])[N:3]=1.[NH2:30][C:31]1[CH:32]=[CH:33][C:34]([CH:42]2[CH2:47][CH2:46][C:45]([O:52][Si](C(C)(C)C)(C)C)([C:48]([O:50]C)=[O:49])[CH2:44][CH2:43]2)=[C:35]2[C:39]=1[C:38](=[O:40])[N:37]([CH3:41])[CH2:36]2.C(O)(C(F)(F)F)=O.CCCC[N+](CCCC)(CCCC)CCCC.[F-].O.[OH-].[Li+].Cl>CCOC(C)=O.C1COCC1.O.CO>[CH2:20]([O:19][P:18]([CH2:17][C:16]1[CH:26]=[CH:27][C:13]([NH:12][C:4]2[N:3]=[C:2]([NH:30][C:31]3[CH:32]=[CH:33][C:34]([CH:42]4[CH2:43][CH2:44][C:45]([OH:52])([C:48]([OH:50])=[O:49])[CH2:46][CH2:47]4)=[C:35]4[C:39]=3[C:38](=[O:40])[N:37]([CH3:41])[CH2:36]4)[C:7]([C:8]([F:11])([F:10])[F:9])=[CH:6][N:5]=2)=[C:14]([O:28][CH3:29])[CH:15]=1)([O:22][CH2:23][CH3:24])=[O:25])[CH3:21] |f:3.4,5.6.7|. Procedure: A solution of diethyl (4-{[4-chloro-5-(trifluoromethyl)pyrimidin-2-yl]amino}-3-methoxybenzyl)phosphonate (105 mg, 0.23 mmol) and methyl 4-(7-amino-2-methyl-1-oxo-2,3-dihydro-1H-isoindol-4-yl)-1-{[tert-butyl(dimethyl)silyl]oxy}cyclohexanecarboxylate (Compound 278A, 110 mg, 0.26 mmol) in TFE (3 mL) was charged with TFA (75 mg, 0.66 mmol) and irradiated on the microwave at 100° C. for 30 min. The reaction mixture was diluted with EtOAc (30 mL), washed with sat. aq. NaHCO3 (2×10 mL), brine (10 mL), ... Reaction conditions: temperature 0 celsius, time 30 minute. Yields the product BrC=1C=C(C(=C(C(=O)OC)C1)F)N1C(CCC1)=O (Methyl 5-bromo-2-fluoro-3-(2-oxo-1-pyrrolidinyl)benzoate). As a reaction SMILES: N[C:2]1[CH:3]=[C:4]([N:13]2[CH2:17][CH2:16][CH2:15][C:14]2=[O:18])[C:5]([F:12])=[C:6]([CH:11]=1)[C:7]([O:9][CH3:10])=[O:8].[BrH:19].N([O-])=O.[Na+]>>[Br:19][C:2]1[CH:3]=[C:4]([N:13]2[CH2:17][CH2:16][CH2:15][C:14]2=[O:18])[C:5]([F:12])=[C:6]([CH:11]=1)[C:7]([O:9][CH3:10])=[O:8] |f:2.3|. Reactants: NC=1C=C(C(=C(C(=O)OC)C1)F)N1C(CCC1)=O (Methyl 5-amino-2-fluoro-3-(2-oxo-1-pyrrolidinyl)benzoate), Br (HBr), N(=O)[O-].[Na+] (NaNO2), CuBr, Br (HBr). Reported procedure: To a solution of methyl 5-amino-2-fluoro-3-(2-oxo-1-pyrrolidinyl)benzoate (D150) (650 mg, 2.6 mmol, 1 equiv) in a 48% aqueous HBr solution at 0° C. was added NaNO2 portionwise and the resulting mixture was stirred at 0° C. for 30 min. CuBr (260 mg, 1.82 mmol, 0.7 equiv) in a 48% aqueous HBr solution (1 ml) was added and the resulting mixture stirred at 90° C. for 1 h then cooled to room temperature and partitioned between H2O and AcOEt. The two layers were separated and the organic phase was dri... The yield is 18.0%.